Dataset: the Open Reaction Database (ORD), a public repository of structured organic reaction records. Task: describe an organic reaction: reactants, conditions, products, and yield As a reaction SMILES: [C:52](=[O:53])([O-:54])[O-:55].[CH3:58][O:59][CH2:60][CH2:61][O:62][CH3:63].[F:25][c:26]1[c:27]([NH:41][c:42]2[o:43][c:44]3[c:45]([n:46]2)[cH:47][cH:48][cH:49][cH:50]3)[cH:28][cH:29][c:30]([B:32]2[O:33][C:34]([CH3:35])([CH3:36])[C:37]([CH3:38])([CH3:39])[O:40]2)[cH:31]1.[I:1][c:2]1[cH:3][n:4]([CH:12]2[CH2:13][CH2:14][CH:15]([N:18]3[CH2:19][CH2:20][N:21]([CH3:24])[CH2:22][CH2:23]3)[CH2:16][CH2:17]2)[c:5]2[n:6][cH:7][n:8][c:9]([NH2:11])[c:10]12.[Na+:56].[Na+:57].[OH2:51].[OH2:64].[Pd:65].[c:104]1([P:105]([c:106]2[cH:107][cH:108][cH:109][cH:110][cH:111]2)[c:112]2[cH:113][cH:114][cH:115][cH:116][cH:117]2)[cH:118][cH:119][cH:120][cH:121][cH:122]1.[c:123]1([P:124]([c:125]2[cH:126][cH:127][cH:128][cH:129][cH:130]2)[c:131]2[cH:132][cH:133][cH:134][cH:135][cH:136]2)[cH:137][cH:138][cH:139][cH:140][cH:141]1.[c:66]1([P:67]([c:68]2[cH:69][cH:70][cH:71][cH:72][cH:73]2)[c:74]2[cH:75][cH:76][cH:77][cH:78][cH:79]2)[cH:80][cH:81][cH:82][cH:83][cH:84]1.[c:85]1([P:86]([c:87]2[cH:88][cH:89][cH:90][cH:91][cH:92]2)[c:93]2[cH:94][cH:95][cH:96][cH:97][cH:98]2)[cH:99][cH:100][cH:101][cH:102][cH:103]1>>[c:2]1(-[c:30]2[cH:29][cH:28][c:27]([NH:41][c:42]3[o:43][c:44]4[c:45]([n:46]3)[cH:47][cH:48][cH:49][cH:50]4)[c:26]([F:25])[cH:31]2)[cH:3][n:4]([CH:12]2[CH2:13][CH2:14][CH:15]([N:18]3[CH2:19][CH2:20][N:21]([CH3:24])[CH2:22][CH2:23]3)[CH2:16][CH2:17]2)[c:5]2[n:6][cH:7][n:8][c:9]([NH2:11])[c:10]12. Starting materials: O=C([O-])[O-], COCCOC, CC1(C)OB(c2ccc(Nc3nc4ccccc4o3)c(F)c2)OC1(C)C, CN1CCN(C2CCC(n3cc(I)c4c(N)ncnc43)CC2)CC1, [Na+], [Na+], O, O, [Pd], c1ccc(P(c2ccccc2)c2ccccc2)cc1, c1ccc(P(c2ccccc2)c2ccccc2)cc1, c1ccc(P(c2ccccc2)c2ccccc2)cc1, c1ccc(P(c2ccccc2)c2ccccc2)cc1. Product: CN1CCN(C2CCC(n3cc(-c4ccc(Nc5nc6ccccc6o5)c(F)c4)c4c(N)ncnc43)CC2)CC1. Reactants: C/C(=N\NC(=O)C=1C=CN=CC1)/C=2C=CC=CC2 (isonicotinoylhydrazone of acetophenone), C(C)(=O)OC(C)=O (acetic anhydride), C1NN=CO1 (Oxadiazoline). Yields the product CC1(OC(=NN1C(C)=O)C1=CC=NC=C1)C1=CC=CC=C1 (2-Methyl-2-phenyl-3-acetyl-5-(4-pyridyl)-1,3,4-oxadiazoline). Isolated yield 75.0%. RXN SMILES: [CH3:1]/[C:2](/[C:13]1[CH:14]=[CH:15][CH:16]=[CH:17][CH:18]=1)=[N:3]\[NH:4][C:5]([C:7]1[CH:8]=[CH:9][N:10]=[CH:11][CH:12]=1)=[O:6].[C:19](OC(=O)C)(=[O:21])[CH3:20].C1OC=NN1>>[CH3:1][C:2]1([C:13]2[CH:18]=[CH:17][CH:16]=[CH:15][CH:14]=2)[N:3]([C:19](=[O:21])[CH3:20])[N:4]=[C:5]([C:7]2[CH:8]=[CH:9][N:10]=[CH:11][CH:12]=2)[O:6]1. Procedure: The title compound was prepared from the isonicotinoylhydrazone of acetophenone and acetic anhydride, using the General Structural Outline for Oxadiazoline Synthesis in 75% yield, mp 79-81° C.; IR ν □1667, 1628, 1597, 1551, 1329, 1311, 1258, 1216, 1199, 1157, 1084, 1062, 1028, 989, 956, 892, 830, 767, 722□cm−1; 1H NMR (300 Mhz) δ □8.7 (2H, d, J=6 cps), 7.7 (2H, d, J=6 cps), 7.5-7.3 (5H, m), 2.3 (3H, s), 2.2 (3H, s); 13C NMR δ 166, 153, 151, 138, 132, 129, 127, 125, 121, 102, 22.5, 22.7. Starting materials: Cc1cc(Br)cc2nc(-c3ccc(NC(=O)CN4CCN(c5ccc(C(F)(F)F)cc5)CC4)cc3)oc12, C=C(C)B(O)O, O=C([O-])[O-], COCCOC, [Na+], [Na+], O, c1ccc(P(c2ccccc2)(c2ccccc2)[Pd](P(c2ccccc2)(c2ccccc2)c2ccccc2)(P(c2ccccc2)(c2ccccc2)c2ccccc2)P(c2ccccc2)(c2ccccc2)c2ccccc2)cc1. Product: C=C(C)c1cc(C)c2oc(-c3ccc(NC(=O)CN4CCN(c5ccc(C(F)(F)F)cc5)CC4)cc3)nc2c1. As a reaction SMILES: [Br:1][c:2]1[cH:3][c:4]([CH3:37])[c:5]2[c:6]([n:7][c:8](-[c:10]3[cH:11][cH:12][c:13]([NH:16][C:17]([CH2:18][N:19]4[CH2:20][CH2:21][N:22]([c:25]5[cH:26][cH:27][c:28]([C:31]([F:32])([F:33])[F:34])[cH:29][cH:30]5)[CH2:23][CH2:24]4)=[O:35])[cH:14][cH:15]3)[o:9]2)[cH:36]1.[C:38](=[CH2:39])([CH3:40])[B:41]([OH:42])[OH:43].[C:44](=[O:45])([O-:46])[O-:47].[CH3:50][O:51][CH2:52][CH2:53][O:54][CH3:55].[Na+:48].[Na+:49].[OH2:56].[cH:57]1[cH:58][cH:59][c:60]([P:61]([Pd:62]([P:63]([c:64]2[cH:65][cH:66][cH:67][cH:68][cH:69]2)([c:70]2[cH:71][cH:72][cH:73][cH:74][cH:75]2)[c:76]2[cH:77][cH:78][cH:79][cH:80][cH:81]2)([P:82]([c:83]2[cH:84][cH:85][cH:86][cH:87][cH:88]2)([c:89]2[cH:90][cH:91][cH:92][cH:93][cH:94]2)[c:95]2[cH:96][cH:97][cH:98][cH:99][cH:100]2)[P:101]([c:102]2[cH:103][cH:104][cH:105][cH:106][cH:107]2)([c:108]2[cH:109][cH:110][cH:111][cH:112][cH:113]2)[c:114]2[cH:115][cH:116][cH:117][cH:118][cH:119]2)([c:120]2[cH:121][cH:122][cH:123][cH:124][cH:125]2)[c:126]2[cH:127][cH:128][cH:129][cH:130][cH:131]2)[cH:132][cH:133]1>>[c:2]1([C:38](=[CH2:39])[CH3:40])[cH:3][c:4]([CH3:37])[c:5]2[c:6]([n:7][c:8](-[c:10]3[cH:11][cH:12][c:13]([NH:16][C:17]([CH2:18][N:19]4[CH2:20][CH2:21][N:22]([c:25]5[cH:26][cH:27][c:28]([C:31]([F:32])([F:33])[F:34])[cH:29][cH:30]5)[CH2:23][CH2:24]4)=[O:35])[cH:14][cH:15]3)[o:9]2)[cH:36]1. The reactants are C1COCCN1, CC12CC(=O)C3C(CCC4CC(O[N+](=O)[O-])CCC43C)C1CCC2C(=O)COCCCl. Product: CC12CC(=O)C3C(CCC4CC(O[N+](=O)[O-])CCC43C)C1CCC2C(=O)COCCN1CCOCC1. As a reaction SMILES: [CH2:32]1[CH2:33][O:34][CH2:35][CH2:36][NH:37]1.[N+:1](=[O:2])([O-:3])[O:4][CH:5]1[CH2:6][CH:7]2[CH2:8][CH2:9][CH:10]3[CH:11]4[CH2:12][CH2:13][CH:14]([C:15]([CH2:16][O:17][CH2:18][CH2:19][Cl:20])=[O:21])[C:22]4([CH3:31])[CH2:23][C:24](=[O:30])[CH:25]3[C:26]2([CH3:29])[CH2:27][CH2:28]1>>[N+:1](=[O:2])([O-:3])[O:4][CH:5]1[CH2:6][CH:7]2[CH2:8][CH2:9][CH:10]3[CH:11]4[CH2:12][CH2:13][CH:14]([C:15]([CH2:16][O:17][CH2:18][CH2:19][N:37]5[CH2:32][CH2:33][O:34][CH2:35][CH2:36]5)=[O:21])[C:22]4([CH3:31])[CH2:23][C:24](=[O:30])[CH:25]3[C:26]2([CH3:29])[CH2:27][CH2:28]1. Reactants: BrC1=CN=C2N1CCN(C2)C(=O)C2=C(C(=CC=C2)C(F)(F)F)Cl (3-Bromo-7-{[2-chloro-3-(trifluoromethyl)phenyl]carbonyl}-5,6,7,8-tetrahydroimidazo[1,2-a]pyrazine), C1CC(=O)N(C1=O)Cl (NCS). Solvent: CN(C=O)C (N,N-dimethylformamide). Run at time 24 hour. The product is BrC1=C(N=C2N1CCN(C2)C(=O)C2=C(C(=CC=C2)C(F)(F)F)Cl)Cl (3-Bromo-2-chloro-7-{[2-chloro-3-(trifluoromethyl)phenyl]carbonyl}-5,6,7,8-tetrahydroimidazo[1,2-a]pyrazine). As a reaction SMILES: [Br:1][C:2]1[N:6]2[CH2:7][CH2:8][N:9]([C:11]([C:13]3[CH:18]=[CH:17][CH:16]=[C:15]([C:19]([F:22])([F:21])[F:20])[C:14]=3[Cl:23])=[O:12])[CH2:10][C:5]2=[N:4][CH:3]=1.C1C(=O)N([Cl:31])C(=O)C1>CN(C)C=O>[Br:1][C:2]1[N:6]2[CH2:7][CH2:8][N:9]([C:11]([C:13]3[CH:18]=[CH:17][CH:16]=[C:15]([C:19]([F:21])([F:22])[F:20])[C:14]=3[Cl:23])=[O:12])[CH2:10][C:5]2=[N:4][C:3]=1[Cl:31]. Procedure details: 3-Bromo-7-{[2-chloro-3-(trifluoromethyl)phenyl]carbonyl}-5,6,7,8-tetrahydroimidazo[1,2-a]pyrazine (E18) (409 mg, 1 mmol) was dissolved in N,N-dimethylformamide (DMF) (5 mL) and NCS (147 mg, 1.100 mmol) was added. The solution was stirred at RT for 24 h. Solvents were removed in vacuo and the residue was purified by flash chromatography (Isolera, 25 g, 0-100% ethyl acetate/iso-hexane) to afford crude product. This was further purified by MDAP to afford desired product in 215 mg. Starting materials: [H-].[H-].[H-].[H-].[Li+].[Al+3] (LAH), N(=[N+]=[N-])C1(C2=CC(=CC=C2OC2=NC=C(C=C21)Br)I)CC(=O)OCC (ethyl 2-(5-azido-3-bromo-7-iodo-5H-chromeno[2,3-b]pyridin-5-yl)acetate), O.O.O.O.O.O.O.O.O.O.S(=O)(=O)([O-])[O-].[Na+].[Na+] (sodium sulfate decahydrate). Run in C1CCOC1 (THF). Conditions: temperature -78 celsius, time 15 minute. The product is NC1(C2=CC(=CC=C2OC2=NC=C(C=C21)Br)I)CCO (2-(5-amino-3-bromo-7-iodo-5H-chromeno[2,3-b]pyridin-5-yl)ethanol). Reaction SMILES: [H-].[H-].[H-].[H-].[Li+].[Al+3].[N:7]([C:10]1([CH2:26][C:27](OCC)=[O:28])[C:23]2[C:18](=[N:19][CH:20]=[C:21]([Br:24])[CH:22]=2)[O:17][C:16]2[C:11]1=[CH:12][C:13]([I:25])=[CH:14][CH:15]=2)=[N+]=[N-].O.O.O.O.O.O.O.O.O.O.S([O-])([O-])(=O)=O.[Na+].[Na+]>C1COCC1>[NH2:7][C:10]1([CH2:26][CH2:27][OH:28])[C:23]2[C:18](=[N:19][CH:20]=[C:21]([Br:24])[CH:22]=2)[O:17][C:16]2[C:11]1=[CH:12][C:13]([I:25])=[CH:14][CH:15]=2 |f:0.1.2.3.4.5,7.8.9.10.11.12.13.14.15.16.17.18.19|. Procedure: LAH (1M in THF; 6.12 ml, 6.12 mmol) was added slowly to a −78 C cooled solution of ethyl 2-(5-azido-3-bromo-7-iodo-5H-chromeno[2,3-b]pyridin-5-yl)acetate (2.10 g, 4.08 mmol) in THF (40.8 ml). The reaction mixture was stirred at −78° C. for 15 min, and the reaction mixture was allowed to warm to RT and stirred for additional 30 min. The reaction mixture was cooled to 0° C., quenched with sodium sulfate decahydrate (2.90 g, 20.38 mmol) and allowed to stir 20 min. The solution was filtered through ... Reactants: Example 13 ( g ), C(C)(C)(C)OC(=O)N1CC(C(C(C1)OCC1=CC2=CC=CC=C2C=C1)C1=CC=C(C=C1)OCCCOCC1=C(C=CC=C1)OC)CO ((3SR,4RS,5RS)-3-hydroxymethyl-4-[4-[3-(2-methoxy-benzyloxy)-propoxy]-phenyl]-5-(naphthalen-2-ylmethoxy)-piperidine-1-carboxylic acid tert-butyl ester), C(C=C)Br (allylbromide). The product is C(C)(C)(C)OC(=O)N1CC(C(C(C1)OCC1=CC2=CC=CC=C2C=C1)C1=CC=C(C=C1)OCCCOCC1=C(C=CC=C1)OC)COCC=C ((3SR,4RS,5RS)-3-allyloxymethyl-4-[4-[3-(2-methoxy-benzyloxy)-propoxy]-phenyl]-5-(naphthalen-2-ylmethoxy)-piperidine-1-carboxylic acid tert-butyl ester). Reaction SMILES: [C:1]([O:5][C:6]([N:8]1[CH2:13][CH:12]([O:14][CH2:15][C:16]2[CH:25]=[CH:24][C:23]3[C:18](=[CH:19][CH:20]=[CH:21][CH:22]=3)[CH:17]=2)[CH:11]([C:26]2[CH:31]=[CH:30][C:29]([O:32][CH2:33][CH2:34][CH2:35][O:36][CH2:37][C:38]3[CH:43]=[CH:42][CH:41]=[CH:40][C:39]=3[O:44][CH3:45])=[CH:28][CH:27]=2)[CH:10]([CH2:46][OH:47])[CH2:9]1)=[O:7])([CH3:4])([CH3:3])[CH3:2].[CH2:48](Br)[CH:49]=[CH2:50]>>[C:1]([O:5][C:6]([N:8]1[CH2:13][CH:12]([O:14][CH2:15][C:16]2[CH:25]=[CH:24][C:23]3[C:18](=[CH:19][CH:20]=[CH:21][CH:22]=3)[CH:17]=2)[CH:11]([C:26]2[CH:27]=[CH:28][C:29]([O:32][CH2:33][CH2:34][CH2:35][O:36][CH2:37][C:38]3[CH:43]=[CH:42][CH:41]=[CH:40][C:39]=3[O:44][CH3:45])=[CH:30][CH:31]=2)[CH:10]([CH2:46][O:47][CH2:50][CH:49]=[CH2:48])[CH2:9]1)=[O:7])([CH3:2])([CH3:4])[CH3:3]. Reported procedure: In an analogous manner to that described in Example 13 (g), by alkylating (3SR,4RS,5RS)-3-hydroxymethyl-4-[4-[3-(2-methoxy-benzyloxy)-propoxy]-phenyl]-5-(naphthalen-2-ylmethoxy)-piperidine-1-carboxylic acid tert-butyl ester with allylbromide there was obtained (3SR,4RS,5RS)-3-allyloxymethyl-4-[4-[3-(2-methoxy-benzyloxy)-propoxy]-phenyl]-5-(naphthalen-2-ylmethoxy)-piperidine-1-carboxylic acid tert-butyl ester as a colorless oil; MS: 682 (M+H)+. Starting materials: FC1=C(C=CC=C1C=1C=NC(=NC1)N1CCOCC1)CO ({2-Fluoro-3-[2-(morpholin-4-yl)pyrimidin-5-yl]phenyl}methanol), C1(NC(C2=CC=CC=C12)=O)=O (1H-isoindole-1,3(2H)-dione), C1(=CC=CC=C1)P(C1=CC=CC=C1)C1=CC=CC=C1 (triphenylphosphine), N(=NC(=O)OCC)C(=O)OCC (diethyl azodicarboxylate). Solvent: C1CCOC1 (THF). Conditions: time 8 hour. The product is FC1=C(CN2C(C3=CC=CC=C3C2=O)=O)C=CC=C1C=1C=NC(=NC1)N1CCOCC1 (2-{2-fluoro-3-[2-(morpholin-4-yl)pyrimidin-5-yl]benzyl}-1H-isoindole-1,3(2H)-dione). Yield: 92.7%. As a reaction SMILES: [F:1][C:2]1[C:7]([C:8]2[CH:9]=[N:10][C:11]([N:14]3[CH2:19][CH2:18][O:17][CH2:16][CH2:15]3)=[N:12][CH:13]=2)=[CH:6][CH:5]=[CH:4][C:3]=1[CH2:20]O.[C:22]1(=[O:32])[C:30]2[C:25](=[CH:26][CH:27]=[CH:28][CH:29]=2)[C:24](=[O:31])[NH:23]1.C1(P(C2C=CC=CC=2)C2C=CC=CC=2)C=CC=CC=1.N(C(OCC)=O)=NC(OCC)=O>C1COCC1>[F:1][C:2]1[C:7]([C:8]2[CH:9]=[N:10][C:11]([N:14]3[CH2:19][CH2:18][O:17][CH2:16][CH2:15]3)=[N:12][CH:13]=2)=[CH:6][CH:5]=[CH:4][C:3]=1[CH2:20][N:23]1[C:24](=[O:31])[C:25]2[C:30](=[CH:29][CH:28]=[CH:27][CH:26]=2)[C:22]1=[O:32]. Reported procedure: {2-Fluoro-3-[2-(morpholin-4-yl)pyrimidin-5-yl]phenyl}methanol (337 mg), 1H-isoindole-1,3(2H)-dione (257 mg) and triphenylphosphine (458 mg) were mixed with THF, and diethyl azodicarboxylate (40% toluene solution) (0.68 ml) was added thereto at 0° C., followed by stirring at room temperature overnight. The reaction mixture was stirred at 0° C. for 30 minutes, then filtered, washed with ice-cooled THF, and dried at 50° C. under reduced pressure to obtain 2-{2-fluoro-3-[2-(morpholin-4-yl)pyrimidin-... The reactants are [Na] (sodium), COC1=NC(=NC(=C1)C)NC(=O)NS(=O)(=O)C1=C(C=CC=C1)[N+](=O)[O-] (N-[(4-methoxy-6-methylpyrimidin-2-yl)aminocarbonyl]-2-nitrobenzenesulfonamide), [H][H] (hydrogen). Reagents/catalysts: [Pd] (palladium on carbon). The solvent is C(C)(=O)O (acetic acid). Yields the product NC1=C(C=CC=C1)S(=O)(=O)NC(=O)NC1=NC(=CC(=N1)OC)C (2-Amino-N-[(4-methoxy-6-methylpyrimidin-2-yl)aminocarbonyl]benzenesulfonamide). RXN SMILES: [Na].[CH3:2][O:3][C:4]1[CH:9]=[C:8]([CH3:10])[N:7]=[C:6]([NH:11][C:12]([NH:14][S:15]([C:18]2[CH:23]=[CH:22][CH:21]=[CH:20][C:19]=2[N+:24]([O-])=O)(=[O:17])=[O:16])=[O:13])[N:5]=1.[H][H]>[Pd].C(O)(=O)C>[NH2:24][C:19]1[CH:20]=[CH:21][CH:22]=[CH:23][C:18]=1[S:15]([NH:14][C:12]([NH:11][C:6]1[N:5]=[C:4]([O:3][CH3:2])[CH:9]=[C:8]([CH3:10])[N:7]=1)=[O:13])(=[O:17])=[O:16] |^1:0|. Reported procedure: A suspension containing 2 g of the sodium salt of N-[(4-methoxy-6-methylpyrimidin-2-yl)aminocarbonyl]-2-nitrobenzenesulfonamide, 25 ml of glacial acetic acid and 0.2 g of 10% palladium on carbon was shaken in a Paar apparatus at 40 p.s.i.g. hydrogen at ambient temperature. After twenty-four hours, no further pressure drop was observed. The reaction mixture was filtered and the filtrate stripped to yield a small amount of the desired product. The solids which contained most of the product and cat... The reactants are C(C)OC(C(CC1=CC=C(C=C1)O)(OC1=CC=C(C=C1)C)C)=O (3-(4-hydroxyphenyl)-2-methyl-2-p-tolyloxypropionic acid ethyl ester), C1(=CC=CC=C1)C=1OC(=C(N1)CCOS(=O)(=O)C1=CC=C(C=C1)C)C (toluene-4-sulfonic acid 2-(2-phenyl-5-methyl-oxazol-4-yl)-ethyl ester). Yields the product CC(C(=O)O)(CC1=CC=C(C=C1)OCCC=1N=C(OC1C)C1=CC=CC=C1)OC1=CC=C(C=C1)C (2-Methyl-3-{4-[2-(5-methyl-2-phenyl-oxazol-4-yl)-ethoxy]-phenyl}-2-p-tolyloxy-propionic acid). Reaction SMILES: C([O:3][C:4](=[O:23])[C:5]([CH3:22])([O:14][C:15]1[CH:20]=[CH:19][C:18]([CH3:21])=[CH:17][CH:16]=1)[CH2:6][C:7]1[CH:12]=[CH:11][C:10](O)=[CH:9][CH:8]=1)C.[C:24]1([C:30]2[O:31][C:32]([CH3:48])=[C:33]([CH2:35][CH2:36][O:37]S(C3C=CC(C)=CC=3)(=O)=O)[N:34]=2)[CH:29]=[CH:28][CH:27]=[CH:26][CH:25]=1>>[CH3:22][C:5]([O:14][C:15]1[CH:16]=[CH:17][C:18]([CH3:21])=[CH:19][CH:20]=1)([CH2:6][C:7]1[CH:12]=[CH:11][C:10]([O:37][CH2:36][CH2:35][C:33]2[N:34]=[C:30]([C:24]3[CH:25]=[CH:26][CH:27]=[CH:28][CH:29]=3)[O:31][C:32]=2[CH3:48])=[CH:9][CH:8]=1)[C:4]([OH:23])=[O:3]. Reported procedure: The representative procedure (B) was utilized to prepare the title compound from 3-(4-hydroxyphenyl)-2-methyl-2-p-tolyloxypropionic acid ethyl ester and toluene-4-sulfonic acid 2-(2-phenyl-5-methyl-oxazol-4-yl)-ethyl ester. 1H NMR (400 MHz, CDCl3) δ 8.05 (bs, 1H), 8.02-7.96 (m, 2H), 7.51-7.45 (m, 3H), 7.18 (d, 2H, J=8.4 Hz), 7.05 (d, 2H, J=8.4 Hz), 6.81 and 6.81 (d of Abq, 4H, J=8.0 Hz), 4.22 (t, 2H, J=6.0 Hz), 3.23 and 3.11 (d of Abq, 2H, J=14.0 Hz), 3.06 (t, 2H, J=6.0 Hz), 2.42 (s, 3H), 2.28 (...